Dataset: the Open Reaction Database (ORD), a public repository of structured organic reaction records. Task: describe an organic reaction: reactants, conditions, products, and yield Reactants: C(C1=CC=CC=C1)OC1=CC(=C(C(=C1)C)C1=C(C2C3CCC(C2C1=O)CC3)OC(C(C)(C)C)=O)C (2,2-dimethylpropionic acid 2-(4-benzyloxy-2,6-dimethylphenyl)-3-oxo-3a,4,5,6,7,7a-hexahydro-3H-4,7-ethanoinden-1-yl ester), [H][H] (hydrogen). The reagents and catalysts are [Pd] (palladium on carbon). Run in CO (methanol). Yields the product OC1=CC(=C(C(=C1)C)C1=C(C2C3CCC(C2C1=O)CC3)OC(C(C)(C)C)=O)C (2,2-dimethylpropionic acid 2-(4-hydroxy-2,6-dimethylphenyl)-3-oxo-3a,4,5,6,7,7a-hexahydro-3H-4,7-ethanoinden-1-yl ester). As a reaction SMILES: C([O:8][C:9]1[CH:14]=[C:13]([CH3:15])[C:12]([C:16]2[C:24](=[O:25])[CH:23]3[CH:18]([CH:19]4[CH2:27][CH2:26][CH:22]3[CH2:21][CH2:20]4)[C:17]=2[O:28][C:29](=[O:34])[C:30]([CH3:33])([CH3:32])[CH3:31])=[C:11]([CH3:35])[CH:10]=1)C1C=CC=CC=1.[H][H]>CO.[Pd]>[OH:8][C:9]1[CH:14]=[C:13]([CH3:15])[C:12]([C:16]2[C:24](=[O:25])[CH:23]3[CH:18]([CH:19]4[CH2:27][CH2:26][CH:22]3[CH2:21][CH2:20]4)[C:17]=2[O:28][C:29](=[O:34])[C:30]([CH3:31])([CH3:32])[CH3:33])=[C:11]([CH3:35])[CH:10]=1. Procedure details: To a solution of 2,2-dimethylpropionic acid 2-(4-benzyloxy-2,6-dimethylphenyl)-3-oxo-3a,4,5,6,7,7a-hexahydro-3H-4,7-ethanoinden-1-yl ester (2.8 g, 0.006 mol) in methanol (250 ml) is added 10% palladium on carbon (0.50 g), and the suspension is stirred under a 4 bar hydrogen pressure for 5 hours. The reaction mixture is then filtered through a pad of diatomaceous earth and the filtrate is evaporated under reduced pressure. The crude product is triturated with diethyl ether to afford 2,2-dimethylp... Reactants: C(C)(C)(C)OC(=O)N1CCC(CC1)CC(=O)O (1-(tert-butoxycarbonyl)-4-piperidinylacetic acid), CCN=C=NCCCN(C)C (WSC), NN1C(CN(CC1)C(=O)OCC1=CC=CC=C1)=O (1-amino-4-benzyloxycarbonyl-2-piperazinone), C=1C=CC2=C(C1)N=NN2O (HOBt). The solvent is CN(C)C=O (DMF), C(C)N(CC)CC (triethylamine). Conditions: time 15 hour. Yields the product C(C1=CC=CC=C1)OC(=O)N1CC(N(CC1)NC(CC1CCN(CC1)C(=O)OC(C)(C)C)=O)=O (N-(4-benzyloxycarbonyl-2-oxo-1-piperazinyl)-2-[1-(tert-butoxycarbonyl)-4-piperidinyl]acetamide). Yield: 97.9%. As a reaction SMILES: [C:1]([O:5][C:6]([N:8]1[CH2:13][CH2:12][CH:11]([CH2:14][C:15]([OH:17])=O)[CH2:10][CH2:9]1)=[O:7])([CH3:4])([CH3:3])[CH3:2].[NH2:18][N:19]1[CH2:24][CH2:23][N:22]([C:25]([O:27][CH2:28][C:29]2[CH:34]=[CH:33][CH:32]=[CH:31][CH:30]=2)=[O:26])[CH2:21][C:20]1=[O:35].C1C=CC2N(O)N=NC=2C=1.CCN=C=NCCCN(C)C>CN(C=O)C.C(N(CC)CC)C>[CH2:28]([O:27][C:25]([N:22]1[CH2:23][CH2:24][N:19]([NH:18][C:15](=[O:17])[CH2:14][CH:11]2[CH2:10][CH2:9][N:8]([C:6]([O:5][C:1]([CH3:2])([CH3:3])[CH3:4])=[O:7])[CH2:13][CH2:12]2)[C:20](=[O:35])[CH2:21]1)=[O:26])[C:29]1[CH:30]=[CH:31][CH:32]=[CH:33][CH:34]=1. Reported procedure: A solution of 1-(tert-butoxycarbonyl)-4-piperidinylacetic acid (440 mg), 1-amino-4-benzyloxycarbonyl-2-piperazinone (541 mg), triethylamine (273 mg) and HOBt (333 mg) in DMF (30 ml) was combined with WSC (518 mg) and stirred at room temperature for 15 hours. The reaction mixture was concentrated to obtain a residue, which was partitioned between ethyl acetate and water, and the organic phase was washed with water, aqueous sodium bicarbonate, an aqueous solution of citric acid and brine, dried an... Reactants: CCOC(=O)c1ccccc1N=C(C)c1ccccc1, CCO. Product: CCOC(=O)c1ccccc1NC(C)c1ccccc1. Reaction SMILES: [CH3:1][C:2]([c:3]1[cH:4][cH:5][cH:6][cH:7][cH:8]1)=[N:9][c:10]1[c:11]([C:16](=[O:17])[O:18][CH2:19][CH3:20])[cH:12][cH:13][cH:14][cH:15]1.[CH3:21][CH2:22][OH:23]>>[CH3:1][CH:2]([c:3]1[cH:4][cH:5][cH:6][cH:7][cH:8]1)[NH:9][c:10]1[c:11]([C:16](=[O:17])[O:18][CH2:19][CH3:20])[cH:12][cH:13][cH:14][cH:15]1.